Dataset: the Open Reaction Database (ORD), a public repository of structured organic reaction records. Task: describe an organic reaction: reactants, conditions, products, and yield Reactants: C(C1=CC=CC=C1)OCN1C(=NC=C1)C(O)(C1=CC=CC=C1)C1=CC=C(C=C1)Cl (1-[(benzyloxy)methyl]-α-(p-chlorophenyl)-α-phenylimidazole-2-methanol), C(C)(=O)O (acetic acid), Cl (hydrochloric acid). The solvent is O (water). The product is ClC1=CC=C(C=C1)C(O)(C=1NC=CN1)C1=CC=CC=C1 (α-(p-chlorophenyl)-α-phenylimidazole-2-methanol). RXN SMILES: C(OC[N:10]1[CH:14]=[CH:13][N:12]=[C:11]1[C:15]([C:23]1[CH:28]=[CH:27][C:26]([Cl:29])=[CH:25][CH:24]=1)([C:17]1[CH:22]=[CH:21][CH:20]=[CH:19][CH:18]=1)[OH:16])C1C=CC=CC=1.C(O)(=O)C.Cl>O>[Cl:29][C:26]1[CH:25]=[CH:24][C:23]([C:15]([C:17]2[CH:18]=[CH:19][CH:20]=[CH:21][CH:22]=2)([C:11]2[NH:12][CH:13]=[CH:14][N:10]=2)[OH:16])=[CH:28][CH:27]=1. Procedure details: About 17 g. (0.042 mol) of 1-[(benzyloxy)methyl]-α-(p-chlorophenyl)-α-phenylimidazole-2-methanol was boiled under reflux in a mixture of 85 ml. of glacial acetic acid, 8.5 ml. of water and 8.5 ml. of concentrated hydrochloric acid solution. Acetic acid was removed by evaporation and the base was liberated by addition of 2 N sodium hydroxide solution. It was crystallised from isopropyl alcohol. Melting point of the product was 162°-165° C.